describe an organic reaction: reactants, conditions, products, and yield From a dataset of the Open Reaction Database (ORD), a public repository of structured organic reaction records. Starting materials: CCOC(=O)/N=N/C(=O)OCC (Diethylazodicarboxylate), OCC=1C=C2C=CC=NC2=CC1 (6-(hydroxymethyl)quinoline), C1(=CC=CC=C1)P(C1=CC=CC=C1)C1=CC=CC=C1 (triphenyl phosphine), ON1C(C=2C(C1=O)=CC=CC2)=O (N-hydroxyphthalimide). Run in C1CCOC1 (THF). Conditions: time 8 hour. Yields the product N1=CC=CC2=CC(=CC=C12)CON1C(C=2C(C1=O)=CC=CC2)=O (N-(6-quinolyl)methoxyphthalimide). The yield is 78.6%. RXN SMILES: [OH:1][CH2:2][C:3]1[CH:4]=[C:5]2[C:10](=[CH:11][CH:12]=1)[N:9]=[CH:8][CH:7]=[CH:6]2.C1(P(C2C=CC=CC=2)C2C=CC=CC=2)C=CC=CC=1.O[N:33]1[C:37](=[O:38])[C:36]2=[CH:39][CH:40]=[CH:41][CH:42]=[C:35]2[C:34]1=[O:43].CCOC(/N=N/C(OCC)=O)=O>C1COCC1>[N:9]1[C:10]2[C:5](=[CH:4][C:3]([CH2:2][O:1][N:33]3[C:34](=[O:43])[C:35]4=[CH:42][CH:41]=[CH:40][CH:39]=[C:36]4[C:37]3=[O:38])=[CH:12][CH:11]=2)[CH:6]=[CH:7][CH:8]=1. Reported procedure: 6-(hydroxymethyl)quinoline (520 mg, 3.27 mmol), triphenyl phosphine (900 mg, 3.44 mmol, 1.05 equiv) and N-hydroxyphthalimide (560 mg, 3.43 mmol, 1.05 equiv) were dissolved in 25 mL of dry THF. Diethylazodicarboxylate (574 μL, 3.63 mmol, 1.11 equiv) was then added dropwise and the reaction was stirred overnight. The reaction mixture filtered to give a white solid. The filtrate was concentrated and a second crop of material was obtained by triturating with Et2O. This was combined with the original... RXN SMILES: [CH2:1]([Li:2])[CH2:3][CH2:4][CH3:5].[CH2:50]1[O:51][CH2:52][CH2:53][CH2:54]1.[CH3:43][c:44]1[cH:45][cH:46][cH:47][cH:48][cH:49]1.[CH:14]1([NH:20][c:21]2[c:22]([F:41])[c:23]([F:40])[c:24]3[c:25](=[O:39])[c:26]([C:36](=[O:37])[OH:38])[cH:27][n:28]([CH:31]4[CH2:32][CH2:33][CH2:34][CH2:35]4)[c:29]3[cH:30]2)[CH2:15][CH2:16][CH2:17][CH2:18][CH2:19]1.[ClH:42].[OH:6][CH2:7][c:8]1[cH:9][cH:10][cH:11][cH:12][cH:13]1>>[O:6]([CH2:7][c:8]1[cH:9][cH:10][cH:11][cH:12][cH:13]1)[c:23]1[c:22]([F:41])[c:21]([NH:20][CH:14]2[CH2:15][CH2:16][CH2:17][CH2:18][CH2:19]2)[cH:30][c:29]2[c:24]1[c:25](=[O:39])[c:26]([C:36](=[O:37])[OH:38])[cH:27][n:28]2[CH:31]1[CH2:32][CH2:33][CH2:34][CH2:35]1. Reactants: [Li]CCCC, C1CCOC1, Cc1ccccc1, O=C(O)c1cn(C2CCCC2)c2cc(NC3CCCCC3)c(F)c(F)c2c1=O, Cl, OCc1ccccc1. The product is O=C(O)c1cn(C2CCCC2)c2cc(NC3CCCCC3)c(F)c(OCc3ccccc3)c2c1=O. Starting materials: C1(\C=C/C(=O)O1)=O (maleic anhydride), C1(\C=C/C(=O)O1)=O (maleic anhydride), NC=1C=C(C=CC1)O (3-aminophenol). Run in C=1(C(=CC=CC1)C)C (xylene). Conditions: temperature 50 celsius. The product is OC=1C=C(C=CC1)NC(\C=C/C(=O)O)=O (N-(3-hydroxyphenyl)maleamic acid). Reaction SMILES: [C:1]1(=[O:7])[O:6][C:4](=[O:5])[CH:3]=[CH:2]1.[NH2:8][C:9]1[CH:10]=[C:11]([OH:15])[CH:12]=[CH:13][CH:14]=1>C1(C)C(C)=CC=CC=1>[OH:15][C:11]1[CH:10]=[C:9]([NH:8][C:4](=[O:5])/[CH:3]=[CH:2]\[C:1]([OH:6])=[O:7])[CH:14]=[CH:13][CH:12]=1. Procedure: A dry 3-liter 3-neck round bottom flask was fitted with a stirrer and thermocouple arrangement. The system was flushed with nitrogen and charged with 211 grams (2.15 moles) of maleic anhydride dissolved in 800 ml of xylene. The maleic anhydride was heated with stirring at 50° C. to form a solution. 3-aminophenol (220 g, 2.02 moles) was then slowly added neat to the solution with vigorous stirring over a period of about 5 minutes. The flask was again flushed with nitrogen and sealed under a nitro...